From a dataset of the Open Reaction Database (ORD), a public repository of structured organic reaction records. describe an organic reaction: reactants, conditions, products, and yield Starting materials: BrC1=CC(=NC=C1OCOC)C (4-bromo-5-methoxymethoxy-2-methyl-pyridine), Cl (HCl). Run in CO (MeOH). Run at time 2 hour. The product is BrC1=C(C=NC(=C1)C)O (4-Bromo-6-methyl-pyridin-3-ol). The yield is 99.4%. RXN SMILES: [Br:1][C:2]1[C:7]([O:8]COC)=[CH:6][N:5]=[C:4]([CH3:12])[CH:3]=1.Cl>CO>[Br:1][C:2]1[CH:3]=[C:4]([CH3:12])[N:5]=[CH:6][C:7]=1[OH:8]. Procedure details: 920 mg (3.05 mmol) 4-bromo-5-methoxymethoxy-2-methyl-pyridine (Stage 40.5) were dissolved in 5 mL MeOH, HCl conc. (1 mL, 12 mmol) was added and the reaction mixture was stirred for 2 h at rt. While concentrating the mixture in vacuo, the title compound (as hydrochloride) crystallized. Filtration afforded 570 mg white crystals. 1H-NMR (d6-DMSO, 400 MHz): 8.19 (s, 1H), 8.04 (s, 1H), 2.53 (s, 3H). Starting materials: S1CCN(CC1)C1=NC(=CC2=CC=C(C=C12)Cl)N1CCNCC1 (1-thiomorpholino-3-piperazino-7-chloro-isoquinoline), OO (hydrogen peroxide). Solvent: C(C)(=O)O (acetic acid). The product is O=S1CCN(CC1)C1=NC(=CC2=CC=C(C=C12)Cl)N1CCNCC1 (1-(1-Oxido-thiomorpholino)-3-piperazino-7-chloro-isoquinoline). Isolated yield 13.0%. RXN SMILES: [S:1]1[CH2:6][CH2:5][N:4]([C:7]2[C:16]3[C:11](=[CH:12][CH:13]=[C:14]([Cl:17])[CH:15]=3)[CH:10]=[C:9]([N:18]3[CH2:23][CH2:22][NH:21][CH2:20][CH2:19]3)[N:8]=2)[CH2:3][CH2:2]1.[OH:24]O>C(O)(=O)C>[O:24]=[S:1]1[CH2:6][CH2:5][N:4]([C:7]2[C:16]3[C:11](=[CH:12][CH:13]=[C:14]([Cl:17])[CH:15]=3)[CH:10]=[C:9]([N:18]3[CH2:23][CH2:22][NH:21][CH2:20][CH2:19]3)[N:8]=2)[CH2:3][CH2:2]1. Procedure: 1-(1-Oxido-thiomorpholino)-3-piperazino-7-chloro-isoquinoline was prepared analogous to Example 12 from 1-thiomorpholino-3-piperazino-7-chloro-isoquinoline by oxidation with hydrogen peroxide in glacial acetic acid. M.p. 209°-211°C; yield: 13% of theory. Reactants: BrC1=CC=C2C=CNC2=C1 (6-bromoindole), CCCCC (pentane), [Cl-].C(C)(C)(C)OC(C[Zn+])=O (2-tert-butoxy-2-oxoethylzinc chloride), [P(t-Bu)3PdBr]2. Run in C1CCOC1 (THF), CCOC(=O)C (EtOAc), C1CCOC1 (THF). Product: C(C)(C)(C)OC(CC1=CC=C2C=CNC2=C1)=O ((1H-Indol-6-yl)-acetic acid tert-butyl ester). As a reaction SMILES: Br[C:2]1[CH:10]=[C:9]2[C:5]([CH:6]=[CH:7][NH:8]2)=[CH:4][CH:3]=1.CCCCC.[Cl-].[C:17]([O:21][C:22](=[O:25])[CH2:23][Zn+])([CH3:20])([CH3:19])[CH3:18]>C1COCC1.CCOC(C)=O>[C:17]([O:21][C:22](=[O:25])[CH2:23][C:2]1[CH:10]=[C:9]2[C:5]([CH:6]=[CH:7][NH:8]2)=[CH:4][CH:3]=1)([CH3:20])([CH3:19])[CH3:18] |f:2.3|. Procedure details: To a solution of 6-bromoindole (2 g, 10.2 mmol) in THF (20 mL) under nitrogen atmosphere was added KH (30% in mineral oil de-greased with pentane, 1.5 g, 11.22 mmol) and the mixture was stirred at RT for 30 min before addition of [P(t-Bu)3PdBr]2 (40 mg, 0.051 mmol) diluted in THF (20 mL). The resulting mixture was added to a solution of 2-tert-butoxy-2-oxoethylzinc chloride (0.5 M in Et2O, 22.4 mL, 11.2 mmol) stirred under nitrogen atmosphere and the mixture was further stirred at RT for 24 h. T...